Dataset: the Open Reaction Database (ORD), a public repository of structured organic reaction records. Task: describe an organic reaction: reactants, conditions, products, and yield Starting materials: C(C)(C)N(CC)C(C)C (Diisopropylethylamine), FC(C(=O)O)(F)F.COC(CC1=CC2=CC=C(C=C2C(=C1)C1CCNCC1)F)=O ((6-fluoro-4-piperidin-4-yl-naphthalen-2-yl)-acetic acid methyl ester trifluoroacetate salt), ClC=1C=C(C=CC1)S(=O)(=O)Cl (3-Chlorobenzenesulfonyl chloride). Run in O1CCCC1 (tetrahydrofuran). Run at time 30 minute. Yields the product COC(CC1=CC2=CC=C(C=C2C(=C1)C1CCN(CC1)S(=O)(=O)C1=CC(=CC=C1)Cl)F)=O ({4-[1-(3-chloro-benzenesulfonyl)-piperidin-4-yl]-6-fluoro-naphthalen-2-yl}-acetic acid methyl ester). Isolated yield 56.6%. Reaction SMILES: C(N(C(C)C)CC)(C)C.FC(F)(F)C(O)=O.[CH3:17][O:18][C:19](=[O:38])[CH2:20][C:21]1[CH:30]=[C:29]([CH:31]2[CH2:36][CH2:35][NH:34][CH2:33][CH2:32]2)[C:28]2[C:23](=[CH:24][CH:25]=[C:26]([F:37])[CH:27]=2)[CH:22]=1.[Cl:39][C:40]1[CH:41]=[C:42]([S:46](Cl)(=[O:48])=[O:47])[CH:43]=[CH:44][CH:45]=1>O1CCCC1>[CH3:17][O:18][C:19](=[O:38])[CH2:20][C:21]1[CH:30]=[C:29]([CH:31]2[CH2:36][CH2:35][N:34]([S:46]([C:42]3[CH:43]=[CH:44][CH:45]=[C:40]([Cl:39])[CH:41]=3)(=[O:48])=[O:47])[CH2:33][CH2:32]2)[C:28]2[C:23](=[CH:24][CH:25]=[C:26]([F:37])[CH:27]=2)[CH:22]=1 |f:1.2|. Reported procedure: Diisopropylethylamine (0.3 mL, 1.7 mmol) was added at 0° C. to a solution of (6-fluoro-4-piperidin-4-yl-naphthalen-2-yl)-acetic acid methyl ester trifluoroacetate salt (which may be prepared as described above; 150 mg, 0.36 mmol) in tetrahydrofuran (5 mL), and the mixture was stirred at room temperature for 30 min. 3-Chlorobenzenesulfonyl chloride (available from Sigma-Aldrich; 110 mg, 0.52 mmol) was added and the mixture was stirred at room temperature for 16 h. The solvent was evaporated under... Conditions: temperature 0 celsius, time 30 minute. Reactants: CC(C)([O-])C.[K+] (potassium t-butoxide), C[Si](C)(C)C[Mg]Cl (Trimethylsilylmethylmagnesium chloride), solution, FC=1C=C(C=O)C=CC1C=1SC2=NC(=CC=C2N1)C1(CC1)C1=CC=CC=C1 (3-fluoro-4-(5-(1-phenylcyclopropyl)thiazolo[5,4-b]pyridine-2-yl)benzaldehyde), Cl (HCl). Product: FC1=C(C=CC(=C1)C=C)C=1SC2=NC(=CC=C2N1)C1(CC1)C1=CC=CC=C1 (2-(2-fluoro-4-vinylphenyl)-5-(1-phenylcyclopropyl)thiazolo[5,4-b]pyridine). RXN SMILES: C[Si](C[Mg]Cl)(C)C.[F:8][C:9]1[CH:10]=[C:11]([CH:14]=[CH:15][C:16]=1[C:17]1[S:18][C:19]2[C:24]([N:25]=1)=[CH:23][CH:22]=[C:21]([C:26]1([C:29]3[CH:34]=[CH:33][CH:32]=[CH:31][CH:30]=3)[CH2:28][CH2:27]1)[N:20]=2)[CH:12]=O.[CH3:35]C(C)([O-])C.[K+].Cl>C1COCC1>[F:8][C:9]1[CH:10]=[C:11]([CH:12]=[CH2:35])[CH:14]=[CH:15][C:16]=1[C:17]1[S:18][C:19]2[C:24]([N:25]=1)=[CH:23][CH:22]=[C:21]([C:26]1([C:29]3[CH:34]=[CH:33][CH:32]=[CH:31][CH:30]=3)[CH2:27][CH2:28]1)[N:20]=2 |f:2.3|. Procedure details: Trimethylsilylmethylmagnesium chloride, 1.1 M solution in THF (15 mL) was added dropwise to a solution at 0° C. of 3-fluoro-4-(5-(1-phenylcyclopropyl)thiazolo[5,4-b]pyridine-2-yl)benzaldehyde (4.00 g, 11 mmol) in THF (80 mL) and the reaction mixture was stirred for 30 min at 0° C. The reaction mixture was quenched with 1 N aq. HCl and extracted with EtOAc twice, dried over MgSO4 and concentrated in vacuo. The residue was dissolved in THF (100 mL), and cooled to 0° C. in ice bath. The slurry of p... Solvent: C1CCOC1 (THF), C1CCOC1 (THF), C1CCOC1 (THF).